Dataset: the Open Reaction Database (ORD), a public repository of structured organic reaction records. Task: describe an organic reaction: reactants, conditions, products, and yield Reactants: NC1=NC(=NS1)CCl (5-Amino-3-(chloromethyl)-1,2,4-thiadiazole), NC1=NC(=NS1)CCl (5-Amino-3-(chloromethyl)-1,2,4-thiadiazole), FC=1C=C(CN=C=O)C=CC1 (3-fluoro-benzyl isocyanate), O (water). The reagents and catalysts are CN(C)C=1C=CN=CC1 (DMAP). The solvent is CN1CCCC1=O (NMP). Product: FC=1C=C(CNC(=O)NC2=NC(=NS2)CCl)C=CC1 (1-(3-Fluorobenzyl)-3-(3-(chloromethyl)-1,2,4-thiadiazol-5-yl)urea). As a reaction SMILES: [NH2:1][C:2]1[S:6][N:5]=[C:4]([CH2:7][Cl:8])[N:3]=1.[F:9][C:10]1[CH:11]=[C:12]([CH:17]=[CH:18][CH:19]=1)[CH2:13][N:14]=[C:15]=[O:16].O>CN(C1C=CN=CC=1)C.CN1C(=O)CCC1>[F:9][C:10]1[CH:11]=[C:12]([CH:17]=[CH:18][CH:19]=1)[CH2:13][NH:14][C:15]([NH:1][C:2]1[S:6][N:5]=[C:4]([CH2:7][Cl:8])[N:3]=1)=[O:16]. Procedure: A solution of 5-Amino-3-(chloromethyl)-1,2,4-thiadiazole (Intermediate XXIV) (1 equivalent) and the 3-fluoro-benzyl isocyanate (1.2 equivalents) and DMAP (150 μmol) in NMP (12 ml) was heated in a microwave oven for 30 minutes at 150° C. After cooling to ambient temperature, the brown solution is poured into water (60 ml) and the mixture was extracted with ethyl acetate (5×20 ml). The combined organic layers were partitioned with water (2×20 ml), then brine, and dried over sodium sulphate, filter... Reactants: ClC1=CC=C(C=C1)C1N(C(C2=NN(C(=C21)O)C)=O)C2=CN(C(C(=C2)C)=O)C (4-(4-chlorophenyl)-5-(1,5-dimethyl-6-oxo-1,6-dihydropyridin-3-yl)-3-hydroxy-2-methyl-4,5-dihydropyrrolo[3,4-c]pyrazol-6(2H)-one), CI (methyl iodide), N (ammonia). Product: ClC1=CC=C(C=C1)C1N(C(C2=NN(C(=C21)OC)C)=O)C2=CN(C(C(=C2)C)=O)C (4-(4-chlorophenyl)-5-(1,5-dimethyl-6-oxo-1,6-dihydropyridin-3-yl)-3-methoxy-2-methyl-4,5-dihydropyrrolo[3,4-c]pyrazol-6(2H)-one). As a reaction SMILES: [Cl:1][C:2]1[CH:7]=[CH:6][C:5]([CH:8]2[C:15]3[C:11](=[N:12][N:13]([CH3:17])[C:14]=3[OH:16])[C:10](=[O:18])[N:9]2[C:19]2[CH:24]=[C:23]([CH3:25])[C:22](=[O:26])[N:21]([CH3:27])[CH:20]=2)=[CH:4][CH:3]=1.[CH3:28]I.N>>[Cl:1][C:2]1[CH:7]=[CH:6][C:5]([CH:8]2[C:15]3[C:11](=[N:12][N:13]([CH3:17])[C:14]=3[O:16][CH3:28])[C:10](=[O:18])[N:9]2[C:19]2[CH:24]=[C:23]([CH3:25])[C:22](=[O:26])[N:21]([CH3:27])[CH:20]=2)=[CH:4][CH:3]=1. Procedure: The title compound was prepared in analogy to the procedure described in Example 76 using 4-(4-chlorophenyl)-5-(1,5-dimethyl-6-oxo-1,6-dihydropyridin-3-yl)-3-hydroxy-2-methyl-4,5-dihydropyrrolo[3,4-c]pyrazol-6(2H)-one (Example 73) and methyl iodide. tR: 0.86 min (LC-MS 2); ESI-MS: 399 [M+H]+ (LC-MS 2); Rf=0.33 (1% ammonia/7.5% MeOH/CH2Cl2); 1H NMR (400 MHz, DMSO-d6) δ ppm 1.91 (s, 3H) 3.34 (s, 3H) 3.59 (s, 3H) 3.67 (s, 3H) 6.24 (s, 1H) 7.19-7.42 (m, 5H) 7.64 (d, J=2.7 Hz, 1H). The reactants are Intermediate 1, BrC1=CC=C(C=C1)S(=O)(=O)C1=C(C=CC=C1)C=1OC=NN1 (2-{2-[(4-bromophenyl)sulfonyl]phenyl}-1,3,4-oxadiazole), FC1=C(C=C)C=CC(=C1)F (2,4-difluorostyrene). Product: FC1=C(C=CC(=C1)F)/C=C/C1=CC=C(C=C1)S(=O)(=O)C1=C(C=CC=C1)C=1OC=NN1 (2-[2-({4-[(E)-2-(2,4-difluorophenyl)vinyl]phenyl}sulfonyl)phenyl]-1,3,4-oxadiazole). RXN SMILES: Br[C:2]1[CH:7]=[CH:6][C:5]([S:8]([C:11]2[CH:16]=[CH:15][CH:14]=[CH:13][C:12]=2[C:17]2[O:18][CH:19]=[N:20][N:21]=2)(=[O:10])=[O:9])=[CH:4][CH:3]=1.[F:22][C:23]1[CH:30]=[C:29]([F:31])[CH:28]=[CH:27][C:24]=1[CH:25]=[CH2:26]>>[F:22][C:23]1[CH:30]=[C:29]([F:31])[CH:28]=[CH:27][C:24]=1/[CH:25]=[CH:26]/[C:2]1[CH:7]=[CH:6][C:5]([S:8]([C:11]2[CH:16]=[CH:15][CH:14]=[CH:13][C:12]=2[C:17]2[O:18][CH:19]=[N:20][N:21]=2)(=[O:10])=[O:9])=[CH:4][CH:3]=1. Procedure details: The title compound was prepared according to the method of preparation of Intermediate 1, Step 2, using 2-{2-[(4-bromophenyl)sulfonyl]phenyl}-1,3,4-oxadiazole (Step 1) in place of 3-[(4-bromophenyl)sulfonyl]propanenitrile and 2,4-difluorostyrene in place of 4-fluorostyrene. δH (500 MHz, d6 DMSO): 9.45 (1H, s), 8.35 (1H, d, J 7.8), 7.97–7.85 (8H, m), 7.47–7.31 (3H, m), 7.17 (1H, t, J 8.6). m/z (ES+) 425 [MH+]. Starting materials: N1C(CCC2=CC=CC=C12)=O (3,4-Dihydro-2(1H)-quinolinone), [N+](=O)(O)[O-] (nitric acid), O (water), O (water). Solvent: S(O)(O)(=O)=O (sulfuric acid). Reaction conditions: time 5 minute. The product is [N+](=O)([O-])C=1C=C2CCC(NC2=CC1)=O (6-nitro-3,4-dihydro-1H-quinolin-2-one), solid. Isolated yield 76.0%. Reaction SMILES: [NH:1]1[C:10]2[C:5](=[CH:6][CH:7]=[CH:8][CH:9]=2)[CH2:4][CH2:3][C:2]1=[O:11].O.[N+:13]([O-])([OH:15])=[O:14]>S(=O)(=O)(O)O>[N+:13]([C:7]1[CH:6]=[C:5]2[C:10](=[CH:9][CH:8]=1)[NH:1][C:2](=[O:11])[CH2:3][CH2:4]2)([O-:15])=[O:14]. Procedure details: 3,4-Dihydro-2(1H)-quinolinone (1.0 g, 6.70 mmol) is dissolved in 20 mL of concentrated sulfuric acid at −10° C., and then 5 mL of water is added slowly to the solution. After 5 minutes, 61% nitric acid (0.5 mL, 6.70 mmol) is added dropwise to the solution. The reaction mixture turns from yellow to dark red, and eventually solidifies. After 1 hour, water (50 mL) is added slowly at −10° C. and precipitate appears. The solution is poured into a separatory funnel, extracted with ethyl acetate (20 mL... Starting materials: C(C1=CC=CC=C1)Br (Benzyl bromide), C([O-])([O-])=O.[Cs+].[Cs+] (cesium carbonate), OC1=C(C=O)C=C(C=C1)Br (2-hydroxy-5-bromo benzaldehyde). Run in CN(C)C=O (DMF), O (water). Conditions: temperature 80 celsius. Yields the product C(C1=CC=CC=C1)OC1=C(C=O)C=C(C=C1)Br (2-Benzyloxy-5-bromo-benzaldehyde). The yield is 92.2%. As a reaction SMILES: [CH2:1](Br)[C:2]1[CH:7]=[CH:6][CH:5]=[CH:4][CH:3]=1.C(=O)([O-])[O-].[Cs+].[Cs+].[OH:15][C:16]1[CH:23]=[CH:22][C:21]([Br:24])=[CH:20][C:17]=1[CH:18]=[O:19]>CN(C=O)C.O>[CH2:1]([O:15][C:16]1[CH:23]=[CH:22][C:21]([Br:24])=[CH:20][C:17]=1[CH:18]=[O:19])[C:2]1[CH:7]=[CH:6][CH:5]=[CH:4][CH:3]=1 |f:1.2.3|. Procedure: Benzyl bromide (18 mL, 14.9 mmol) and cesium carbonate (8.1 g, 24.9 mmol) were added to a solution of 2-hydroxy-5-bromo benzaldehyde 2 g, 9.95 mmol) in anhydrous DMF (25 mL) at room temperature. The reaction was heated to 80° C. for two hours, cooled and diluted with water (50 mL). The mixture was extracted with ethyl acetate (3×40 mL) and the combined organic layers were washed with water (1×50 mL) and brine (1×50 mL), dried (Na2SO4), filtered and concentrated. The residue was purified by flash... The reactants are C(C(C)C)(=O)C=1C=NC2=C(C=CC=C2C1Cl)COC(C1=CC=CC=C1)=O (3-isobutyryl-4-chloro-8-(benzoyloxymethyl)quinoline), OC1=CC(=C(N)C=C1)C (4-hydroxy-2-methylaniline). The solvent is O1CCOCC1 (dioxan). Conditions: time 1.5 hour. Yields the product Cl.C(C(C)C)(=O)C=1C=NC2=C(C=CC=C2C1NC1=C(C=CC=C1)C)CO (3-isobutyryl-4-(2-methylphenylamino)-8-(hydroxymethyl)quinoline hydrochloride). The yield is 31.0%. Reaction SMILES: [C:1]([C:6]1[CH:7]=[N:8][C:9]2[C:14]([C:15]=1[Cl:16])=[CH:13][CH:12]=[CH:11][C:10]=2[CH2:17][O:18]C(=O)C1C=CC=CC=1)(=[O:5])[CH:2]([CH3:4])[CH3:3].O[C:28]1[CH:34]=[CH:33][C:31]([NH2:32])=[C:30]([CH3:35])[CH:29]=1>O1CCOCC1>[ClH:16].[C:1]([C:6]1[CH:7]=[N:8][C:9]2[C:14]([C:15]=1[NH:32][C:31]1[CH:33]=[CH:34][CH:28]=[CH:29][C:30]=1[CH3:35])=[CH:13][CH:12]=[CH:11][C:10]=2[CH2:17][OH:18])(=[O:5])[CH:2]([CH3:3])[CH3:4] |f:3.4|. Reported procedure: A solution of 3-isobutyryl-4-chloro-8-(benzoyloxymethyl)quinoline (3.68 g, 10 mmol) and 4-hydroxy-2-methylaniline (1.35 g, 11 mmol) in dioxan (50 ml) was heated at reflux for 2 hours, then the dioxan evaporated and the residue taken up in 1% methanolic sodium hydroxide (100 ml) and stirred 1.5 hours at room temperature. The methanol was evaporated, the residue taken up in water, adjusted to pH 7, and the solid filtered off. This was converted to the salt with ethanolic hydrogen chloride, then re... The reactants are ClC(Cl)Cl, CSc1ncnc2cc(N)ncc12, O, CC(N)c1ccccc1. Product: CC(Nc1ncnc2cc(N)ncc12)c1ccccc1. As a reaction SMILES: [Cl:24][CH:25]([Cl:26])[Cl:27].[NH2:10][c:11]1[cH:12][c:13]2[n:14][cH:15][n:16][c:17]([S:21][CH3:22])[c:18]2[cH:19][n:20]1.[OH2:23].[c:1]1([CH:7]([CH3:8])[NH2:9])[cH:2][cH:3][cH:4][cH:5][cH:6]1>>[c:1]1([CH:7]([CH3:8])[NH:9][c:17]2[n:16][cH:15][n:14][c:13]3[cH:12][c:11]([NH2:10])[n:20][cH:19][c:18]32)[cH:2][cH:3][cH:4][cH:5][cH:6]1.